describe an organic reaction: reactants, conditions, products, and yield From a dataset of the Open Reaction Database (ORD), a public repository of structured organic reaction records. Reactants: B, N#Cc1sc2ccc(Br)cc2c1-c1ccccc1, Cl, [Na+], C1CCOC1, [OH-]. Product: NCc1sc2ccc(Br)cc2c1-c1ccccc1, Cl. As a reaction SMILES: [BH3:19].[Br:1][c:2]1[cH:3][c:4]2[c:5]([s:6][c:7]([C:15]#[N:16])[c:8]2-[c:9]2[cH:10][cH:11][cH:12][cH:13][cH:14]2)[cH:17][cH:18]1.[ClH:20].[Na+:22].[O:23]1[CH2:24][CH2:25][CH2:26][CH2:27]1.[OH-:21]>>[Br:1][c:2]1[cH:3][c:4]2[c:5]([s:6][c:7]([CH2:15][NH2:16])[c:8]2-[c:9]2[cH:10][cH:11][cH:12][cH:13][cH:14]2)[cH:17][cH:18]1.[ClH:20]. The reactants are CCOCc1c(C(=O)OCC)cnn1C(C)(C)C, CO, [Li+], [Na+], [OH-], [OH-], O, O. Yields the product CCOCc1c(C(=O)O)cnn1C(C)(C)C. RXN SMILES: [CH2:1]([CH3:2])[O:3][C:4](=[O:5])[c:6]1[cH:7][n:8][n:9]([C:15]([CH3:16])([CH3:17])[CH3:18])[c:10]1[CH2:11][O:12][CH2:13][CH3:14].[CH3:24][OH:25].[Li+:21].[Na+:23].[OH-:20].[OH-:22].[OH2:19].[OH2:26]>>[O:3]=[C:4]([OH:5])[c:6]1[cH:7][n:8][n:9]([C:15]([CH3:16])([CH3:17])[CH3:18])[c:10]1[CH2:11][O:12][CH2:13][CH3:14]. Starting materials: C[S+](C)(C)=O, CS(C)=O, C[Si](C)(C)[N-][Si](C)(C)C, COC(=O)C=Cc1cn(C)c2c(-c3noc(-c4ccc(OC(C)C)c(Cl)c4)n3)cccc12, [I-], [Na+]. Product: COC(=O)C1CC1c1cn(C)c2c(-c3noc(-c4ccc(OC(C)C)c(Cl)c4)n3)cccc12. Reaction SMILES: [CH3:2][S+:3]([CH3:4])([CH3:5])=[O:6].[CH3:49][S:50]([CH3:51])=[O:52].[CH3:8][Si:9]([N-:10][Si:11]([CH3:12])([CH3:13])[CH3:14])([CH3:15])[CH3:16].[Cl:17][c:18]1[cH:19][c:20](-[c:28]2[n:29][c:30](-[c:33]3[cH:34][cH:35][cH:36][c:37]4[c:38]([CH:43]=[CH:44][C:45](=[O:46])[O:47][CH3:48])[cH:39][n:40]([CH3:42])[c:41]34)[n:31][o:32]2)[cH:21][cH:22][c:23]1[O:24][CH:25]([CH3:26])[CH3:27].[I-:1].[Na+:7]>>[CH2:8]1[CH:43]([c:38]2[c:37]3[cH:36][cH:35][cH:34][c:33](-[c:30]4[n:29][c:28](-[c:20]5[cH:19][c:18]([Cl:17])[c:23]([O:24][CH:25]([CH3:26])[CH3:27])[cH:22][cH:21]5)[o:32][n:31]4)[c:41]3[n:40]([CH3:42])[cH:39]2)[CH:44]1[C:45](=[O:46])[O:47][CH3:48]. Reaction SMILES: [CH3:27][CH2:28][O:29][C:30]([CH3:31])=[O:32].[CH3:33][CH2:34][OH:35].[NH:1]([c:2]1[cH:3][cH:4][cH:5][cH:6][cH:7]1)[c:8]1[n:9](-[c:21]2[cH:22][cH:23][cH:24][cH:25][cH:26]2)[c:10]2[n:11][c:12]([Cl:20])[cH:13][c:14]([CH3:19])[c:15]2[c:16](=[O:18])[cH:17]1>>[NH:1]([c:2]1[cH:3][cH:4][cH:5][cH:6][cH:7]1)[c:8]1[n:9](-[c:21]2[cH:22][cH:23][cH:24][cH:25][cH:26]2)[c:10]2[n:11][cH:12][cH:13][c:14]([CH3:19])[c:15]2[c:16](=[O:18])[cH:17]1. Reactants: CCOC(C)=O, CCO, Cc1cc(Cl)nc2c1c(=O)cc(Nc1ccccc1)n2-c1ccccc1. Product: Cc1ccnc2c1c(=O)cc(Nc1ccccc1)n2-c1ccccc1.